Dataset: the Open Reaction Database (ORD), a public repository of structured organic reaction records. Task: describe an organic reaction: reactants, conditions, products, and yield Starting materials: N1(C=NC2=C1C=CC=C2)C2=C1N=CNC1=NC(=N2)Cl (6-(1H-benzimidazol-1-yl)-2-chloro-9H-purine), CS(=O)C (DMSO), N1[C@@H](CCC1)CO ((S)-(+)-2-pyrrolidinemethanol). Solvent: C(Cl)Cl (CH2Cl2). Run at temperature 110 celsius. Yields the product N1(C=NC2=C1C=CC=C2)C2=C1N=CNC1=NC(=N2)N2[C@@H](CCC2)CO ((2S)-1-[6-(1H-benzimidazol-1-yl)-9H-purin-2-yl]-2-pyrrolidinemethanol). Yield: 64.6%. Reaction SMILES: [N:1]1([C:10]2[N:18]=[C:17](Cl)[N:16]=[C:15]3[C:11]=2[N:12]=[CH:13][NH:14]3)[C:5]2[CH:6]=[CH:7][CH:8]=[CH:9][C:4]=2[N:3]=[CH:2]1.CS(C)=O.[NH:24]1[CH2:28][CH2:27][CH2:26][C@H:25]1[CH2:29][OH:30]>C(Cl)Cl>[N:1]1([C:10]2[N:18]=[C:17]([N:24]3[CH2:28][CH2:27][CH2:26][C@H:25]3[CH2:29][OH:30])[N:16]=[C:15]3[C:11]=2[N:12]=[CH:13][NH:14]3)[C:5]2[CH:6]=[CH:7][CH:8]=[CH:9][C:4]=2[N:3]=[CH:2]1. Reported procedure: 250 mg of product obtained in stage 1 above are mixed with 2 ml of DMSO and 470 mg of (S)-(+)-2-pyrrolidinemethanol. The mixture is then heated at 110° C. for approximately 16 hours. The mixture is allowed to return to ambient temperature. A paste is formed in CH2Cl2 (methylene chloride). Drying is carried out under vacuum. 200 mg of expected product are obtained. Starting materials: COC1(c2ccc(Br)c(Cc3ccc4c(c3)CCCO4)c2)OC(COCc2ccccc2)C(OCc2ccccc2)C(OCc2ccccc2)C1OCc1ccccc1, CC#N, CC[SiH](CC)CC, ClCCl. The product is Brc1ccc(C2OC(COCc3ccccc3)C(OCc3ccccc3)C(OCc3ccccc3)C2OCc2ccccc2)cc1Cc1ccc2c(c1)CCCO2. RXN SMILES: [Br:1][c:2]1[c:3]([CH2:4][c:5]2[cH:6][c:7]3[c:12]([cH:13][cH:14]2)[O:11][CH2:10][CH2:9][CH2:8]3)[cH:15][c:16]([C:19]2([O:58][CH3:59])[O:20][CH:21]([CH2:49][O:50][CH2:51][c:52]3[cH:53][cH:54][cH:55][cH:56][cH:57]3)[CH:22]([O:41][CH2:42][c:43]3[cH:44][cH:45][cH:46][cH:47][cH:48]3)[CH:23]([O:33][CH2:34][c:35]3[cH:36][cH:37][cH:38][cH:39][cH:40]3)[CH:24]2[O:25][CH2:26][c:27]2[cH:28][cH:29][cH:30][cH:31][cH:32]2)[cH:17][cH:18]1.[C:70](#[N:71])[CH3:72].[CH2:60]([SiH:61]([CH2:62][CH3:63])[CH2:64][CH3:65])[CH3:66].[Cl:67][CH2:68][Cl:69]>>[Br:1][c:2]1[c:3]([CH2:4][c:5]2[cH:6][c:7]3[c:12]([cH:13][cH:14]2)[O:11][CH2:10][CH2:9][CH2:8]3)[cH:15][c:16]([CH:19]2[O:20][CH:21]([CH2:49][O:50][CH2:51][c:52]3[cH:53][cH:54][cH:55][cH:56][cH:57]3)[CH:22]([O:41][CH2:42][c:43]3[cH:44][cH:45][cH:46][cH:47][cH:48]3)[CH:23]([O:33][CH2:34][c:35]3[cH:36][cH:37][cH:38][cH:39][cH:40]3)[CH:24]2[O:25][CH2:26][c:27]2[cH:28][cH:29][cH:30][cH:31][cH:32]2)[cH:17][cH:18]1. Product: O=C(O)c1coc(Sc2ccccc2F)c1. Reactants: O=C(O)c1coc(Br)c1, Fc1ccccc1S. As a reaction SMILES: [Br:9][c:10]1[cH:11][c:12]([C:15](=[O:16])[OH:17])[cH:13][o:14]1.[F:1][c:2]1[c:3]([SH:8])[cH:4][cH:5][cH:6][cH:7]1>>[F:1][c:2]1[c:3]([S:8][c:10]2[cH:11][c:12]([C:15](=[O:16])[OH:17])[cH:13][o:14]2)[cH:4][cH:5][cH:6][cH:7]1. Reactants: ClC1=NC=C(C(=N1)N[C@H]1[C@@H](CCCC1)NC(C(F)(F)F)=O)Cl (N-[(1R,2R)-2-(2,5-Dichloro-pyrimidin-4-ylamino)-cyclohexyl]-2,2,2-trifluoro-acetamide), Cl (Hydrogen chloride), CCOCC (ether), COCCN1CCC2=C(CC1)C=C(C=C2)N (3-(2-Methoxy-ethyl)-2,3,4,5-tetrahydro-1H-benzo[d]azepin-7-ylamine). Run in O1CCOCC1 (1,4-Dioxane), COCCO (2-Methoxyethanol). Conditions: temperature 120 celsius, time 3 hour. The product is ClC=1C(=NC(=NC1)NC1=CC2=C(CCN(CC2)CCOC)C=C1)N[C@H]1[C@@H](CCCC1)NC(C(F)(F)F)=O (N-((1R,2R)-2-{5-Chloro-2-[3-(2-methoxy-ethyl)-2,3,4,5-tetrahydro-1H-benzo[d]azepin-7-ylamino]-pyrimidin-4-ylamino}-cyclohexyl)-2,2,2-trifluoro-acetamide). Reaction SMILES: Cl[C:2]1[N:7]=[C:6]([NH:8][C@@H:9]2[CH2:14][CH2:13][CH2:12][CH2:11][C@H:10]2[NH:15][C:16](=[O:21])[C:17]([F:20])([F:19])[F:18])[C:5]([Cl:22])=[CH:4][N:3]=1.[CH3:23][O:24][CH2:25][CH2:26][N:27]1[CH2:33][CH2:32][C:31]2[CH:34]=[C:35]([NH2:38])[CH:36]=[CH:37][C:30]=2[CH2:29][CH2:28]1.Cl.CCOCC>COCCO.O1CCOCC1>[Cl:22][C:5]1[C:6]([NH:8][C@@H:9]2[CH2:14][CH2:13][CH2:12][CH2:11][C@H:10]2[NH:15][C:16](=[O:21])[C:17]([F:20])([F:19])[F:18])=[N:7][C:2]([NH:38][C:35]2[CH:36]=[CH:37][C:30]3[CH2:29][CH2:28][N:27]([CH2:26][CH2:25][O:24][CH3:23])[CH2:33][CH2:32][C:31]=3[CH:34]=2)=[N:3][CH:4]=1. Reported procedure: N-[(1R,2R)-2-(2,5-Dichloro-pyrimidin-4-ylamino)-cyclohexyl]-2,2,2-trifluoro-acetamide (776 mg, 2.17 mmol) was added into a Vial, followed by a solution of 3-(2-Methoxy-ethyl)-2,3,4,5-tetrahydro-1H-benzo[d]azepin-7-ylamine (447 mg, 2.03 mmol) in 2-Methoxyethanol (15 mL). 4.00 M of Hydrogen chloride in 1,4-Dioxane (1.1 mL) was added and the reaction was heated at 120° C. After 3 h, the reaction was cooled to room temperature, and 85 mL ether was added. The HCl salt formed as an oil, not a solid, s... The reactants are C(C)(C)(C)OC(NC(C(N(C)OC)=O)C1=CC(=C(C=C1)Cl)Cl)=O (rac-[(3,4-dichloro-phenyl)-(methoxy-methyl-carbamoyl)-methyl]-carbamic acid tert-butyl ester), C(C)(C)(C)OC(NC(C(N(C)OC)=O)C1=CC(=C(C=C1)Cl)Cl)=O (rac-[(3,4-dichloro-phenyl)-(methoxy-methyl-carbamoyl)-methyl]-carbamic acid tert-butyl ester), BrC1=NC=C(C=C1)OC1CCOCC1 (2-bromo-5-(tetrahydro-pyran-4-yloxy)-pyridine), BrC1=NC=C(C=C1)OC1CCOCC1 (2-bromo-5-(tetrahydro-pyran-4-yloxy)-pyridine). Product: C(C)(C)(C)OC(NC(C(C1=NC=C(C=C1)OC1CCOCC1)=O)C1=CC(=C(C=C1)Cl)Cl)=O (rac-[1-(3,4-Dichloro-phenyl)-2-oxo-2-[5-(tetrahydro-pyran-4-yloxy)-pyridin-2-yl]-ethyl]-carbamic acid tert-butyl ester). As a reaction SMILES: [C:1]([O:5][C:6](=[O:23])[NH:7][CH:8]([C:15]1[CH:20]=[CH:19][C:18]([Cl:21])=[C:17]([Cl:22])[CH:16]=1)[C:9](=[O:14])N(OC)C)([CH3:4])([CH3:3])[CH3:2].Br[C:25]1[CH:30]=[CH:29][C:28]([O:31][CH:32]2[CH2:37][CH2:36][O:35][CH2:34][CH2:33]2)=[CH:27][N:26]=1>>[C:1]([O:5][C:6](=[O:23])[NH:7][CH:8]([C:15]1[CH:20]=[CH:19][C:18]([Cl:21])=[C:17]([Cl:22])[CH:16]=1)[C:9](=[O:14])[C:25]1[CH:30]=[CH:29][C:28]([O:31][CH:32]2[CH2:37][CH2:36][O:35][CH2:34][CH2:33]2)=[CH:27][N:26]=1)([CH3:2])([CH3:3])[CH3:4]. Procedure: The title compound was prepared from rac-[(3,4-dichloro-phenyl)-(methoxy-methyl-carbamoyl)-methyl]-carbamic acid tert-butyl ester (Intermediate 9) and 2-bromo-5-(tetrahydro-pyran-4-yloxy)-pyridine (Intermediate 23) in analogy to Example 1a): MS (ISP): 481.2 and 483.1 (M+H)+. Reactants: [Al+3], [H-], [H-], [H-], [H-], [Li+], [N-]=[N+]=NCc1cccc2c1cnn2C1CCCCO1, C1CCOC1. The product is NCc1cccc2c1cnn2C1CCCCO1. RXN SMILES: [Al+3:2].[H-:1].[H-:4].[H-:5].[H-:6].[Li+:3].[N:7](=[N+:8]=[N-:9])[CH2:10][c:11]1[c:12]2[cH:13][n:14][n:15]([CH:20]3[O:21][CH2:22][CH2:23][CH2:24][CH2:25]3)[c:16]2[cH:17][cH:18][cH:19]1.[O:26]1[CH2:27][CH2:28][CH2:29][CH2:30]1>>[NH2:7][CH2:10][c:11]1[c:12]2[cH:13][n:14][n:15]([CH:20]3[O:21][CH2:22][CH2:23][CH2:24][CH2:25]3)[c:16]2[cH:17][cH:18][cH:19]1. The reactants are CS(=O)(=O)OC(C(C1=CC(=CC=C1)OC1=CC=CC=C1)(OC)OC)C (1,1-dimethoxy-1-(3-phenoxyphenyl)prop-2-yl methanesulfonate), CS(=O)(=O)OC(C(C1=CC(=CC=C1)OC1=CC=CC=C1)(OC)OC)C (1,1-dimethoxy-1-(3-phenoxyphenyl)prop-2-yl methanesulfonate), C(C)(=O)[O-].[Na+] (sodium acetate), C(C)(=O)O (acetic acid), C(C)(=O)O (acetic acid). The product is O(C1=CC=CC=C1)C=1C=C(C=CC1)C(C(=O)O)C (2-(3-phenoxyphenyl)propionic acid). As a reaction SMILES: CS(OC(C)C(OC)(OC)[C:8]1[CH:13]=[CH:12][CH:11]=[C:10]([O:14][C:15]2[CH:20]=[CH:19][CH:18]=[CH:17][CH:16]=2)[CH:9]=1)(=O)=O.[C:26]([O-:29])(=[O:28])[CH3:27].[Na+].[C:31](O)(=O)C>>[O:14]([C:15]1[CH:20]=[C:19]([CH:27]([CH3:31])[C:26]([OH:29])=[O:28])[CH:18]=[CH:17][CH:16]=1)[C:10]1[CH:11]=[CH:12][CH:13]=[CH:8][CH:9]=1 |f:1.2|. Reported procedure: The oil from Example 27, 1,1-dimethoxy-1-(3-phenoxyphenyl)prop-2-yl methanesulfonate, and 14.9 g of sodium acetate are dissolved in 200 ml of acetic acid and the resulting mixture is heated to reflux. After refluxing for four hours, the mixture is cooled to 25° C. and most of the acetic acid is removed by distillation. The residue is dissolved in 150 ml of ethyl ether and extracted several times with water. The ether is evaporated and replaced by 10 ml of methanol, 50 ml of water, and 7.5 g of s... Reactants: B.[Na] (Sodium boron hydride), C(=O)NC=1SC=C(N1)C(C(=O)NC1[C@@H]2N(C(=C(CS2)O)C(=O)OCC2=CC=C(C=C2)[N+](=O)[O-])C1=O)=NOC (4-nitrobenzyl 7-[2-(2-formamido-4-thiazolyl)-2-methoxyiminoacetamido]-3-hydroxy-3-cephem-4-carboxylate), resultant solution. Solvent: O1CCCC1 (tetrahydrofuran), C(C)(=O)O (acetic acid), O (water), O (water). Reaction conditions: time 55 minute. Yields the product C(=O)NC=1SC=C(N1)C(C(=O)NC1[C@@H]2N(C(C(CS2)O)C(=O)OCC2=CC=C(C=C2)[N+](=O)[O-])C1=O)=NOC (4-nitrobenzyl 7-[2-(2-formamido-4-thiazolyl)-2-methoxyiminoacetamido]-3-hydroxycepham-4-carboxylate). The yield is 76.7%. Reaction SMILES: B.[Na].[CH:3]([NH:5][C:6]1[S:7][CH:8]=[C:9]([C:11](=[N:38][O:39][CH3:40])[C:12]([NH:14][CH:15]2[C:36](=[O:37])[N:17]3[C:18]([C:23]([O:25][CH2:26][C:27]4[CH:32]=[CH:31][C:30]([N+:33]([O-:35])=[O:34])=[CH:29][CH:28]=4)=[O:24])=[C:19]([OH:22])[CH2:20][S:21][C@H:16]23)=[O:13])[N:10]=1)=[O:4]>O1CCCC1.C(O)(=O)C.O>[CH:3]([NH:5][C:6]1[S:7][CH:8]=[C:9]([C:11](=[N:38][O:39][CH3:40])[C:12]([NH:14][CH:15]2[C:36](=[O:37])[N:17]3[CH:18]([C:23]([O:25][CH2:26][C:27]4[CH:28]=[CH:29][C:30]([N+:33]([O-:35])=[O:34])=[CH:31][CH:32]=4)=[O:24])[CH:19]([OH:22])[CH2:20][S:21][C@H:16]23)=[O:13])[N:10]=1)=[O:4] |f:0.1,^1:1|. Procedure details: Sodium boron hydride (160 mg.) was added to a suspension of 4-nitrobenzyl 7-[2-(2-formamido-4-thiazolyl)-2-methoxyiminoacetamido]-3-hydroxy-3-cephem-4-carboxylate (syn isomer, 1 g.) in tetrahydrofuran (10 ml.), acetic acid (3 ml.) and water (1 ml.) at 0° C. over 10 minutes, and stirred at 0° to 3° C. for 55 minutes. After water was added to the resultant solution, the solution was extracted with ethyl acetate. The extract was washed with a saturated aqueous solution of sodium chloride, a saturat...